Dataset: the Open Reaction Database (ORD), a public repository of structured organic reaction records. Task: describe an organic reaction: reactants, conditions, products, and yield Reactants: C(C)OC(C(=CC(=O)OCC)NC1=C(C=CC(=C1)C(=O)OC)Cl)=O (2-[2-Chloro-5-(methoxycarbonyl)phenylamino]-2-butenedioic acid diethyl ester). Run in C1(=CC=CC=C1)C1=CC=CC=C1.CCOCC (biphenyl ether). Conditions: temperature 250 celsius, time 3 hour. Product: COC(=O)C=1C=2C(C=C(NC2C(=CC1)Cl)C(=O)OCC)=O (8-Chloro-4-oxo-1,4-dihydro-2,5-quinolinedicarboxylic acid 2-ethyl 5-methyl ester). Reaction SMILES: [CH2:1]([O:3][C:4](=[O:24])[C:5]([NH:12][C:13]1[CH:18]=[C:17]([C:19]([O:21][CH3:22])=[O:20])[CH:16]=[CH:15][C:14]=1[Cl:23])=[CH:6][C:7]([O:9]CC)=O)[CH3:2]>C1(C2C=CC=CC=2)C=CC=CC=1.CCOCC>[CH3:22][O:21][C:19]([C:17]1[C:18]2[C:7](=[O:9])[CH:6]=[C:5]([C:4]([O:3][CH2:1][CH3:2])=[O:24])[NH:12][C:13]=2[C:14]([Cl:23])=[CH:15][CH:16]=1)=[O:20] |f:1.2|. Procedure details: A suspension of 23 (9.00 g, 25.4 mmol) in biphenyl ether (100 mL) was heated to 250° C. and stirred for 3 h. Then the reaction mixture was cooled to room temperature and purified by flash chromatography (hexanes to EtOAc) to afford a colorless oil (24, 3.88 g, 49.4%). 1H NMR (CDCl3, 300 MHz) δ 9.39 (br s, 1H), 7.75 (d, J=8.0 Hz, 1H), 7.24 (d, J=8.0 Hz, 1H), 6.96 (s, 1H), 4.54 (q, J=7.0 Hz, 2H), 4.00 (s, 3H), 1.46 (t, J=7.0 Hz, 3H). Starting materials: FC=1C=C(CC=2C=C3C(=NN(C3=CC2)C(C2=CC=CC=C2)(C2=CC=CC=C2)C2=CC=CC=C2)NC(C2=C(C=CC(=C2)C=O)F)=O)C=C(C1)F (N-[5-(3,5-Difluoro-benzyl)-1-trityl-1H-indazol-3-yl]-2-fluoro-5-formyl-benzamide), Cl (HCl). The solvent is O1CCOCC1 (dioxan), O1CCOCC1 (dioxan). Reaction conditions: time 2 day. The product is FC=1C=C(CC=2C=C3C(=NNC3=CC2)NC(C2=C(C=CC(=C2)C=O)F)=O)C=C(C1)F (N-[5-(3,5-Difluoro-benzyl)-1H-indazol-3-yl]-2-fluoro-5-formyl-benzamide). Yield: 76.9%. Reaction SMILES: [F:1][C:2]1[CH:3]=[C:4]([CH:46]=[C:47]([F:49])[CH:48]=1)[CH2:5][C:6]1[CH:7]=[C:8]2[C:12](=[CH:13][CH:14]=1)[N:11](C(C1C=CC=CC=1)(C1C=CC=CC=1)C1C=CC=CC=1)[N:10]=[C:9]2[NH:34][C:35](=[O:45])[C:36]1[CH:41]=[C:40]([CH:42]=[O:43])[CH:39]=[CH:38][C:37]=1[F:44].Cl>O1CCOCC1>[F:1][C:2]1[CH:3]=[C:4]([CH:46]=[C:47]([F:49])[CH:48]=1)[CH2:5][C:6]1[CH:7]=[C:8]2[C:12](=[CH:13][CH:14]=1)[NH:11][N:10]=[C:9]2[NH:34][C:35](=[O:45])[C:36]1[CH:41]=[C:40]([CH:42]=[O:43])[CH:39]=[CH:38][C:37]=1[F:44]. Procedure details: N-[5-(3,5-Difluoro-benzyl)-1-trityl-1H-indazol-3-yl]-2-fluoro-5-formyl-benzamide (740 mg, 1.137 mmol) in dry dioxan (25 mL) was treated with 4N HCl in dioxan (2.8 mL). The reaction was stirred at room temperature for two days. The volatile components were evaporated to dryness and the residue was taken up with Et2O (10 mL), stirred for 1 hour, filtered with suction, washed with Et2O (10 mL), dried at 50° C. under vacuum to afford 358 mg of title compound as a white solid in 77% yield. The reactants are C1CCOC1, FC(F)(F)C1CO1, O=[N+]([O-])O, O=[N+]([O-])c1ccc2c(c1)CCNCC2. The product is O=[N+]([O-])c1ccc2c(c1)CCN(CC(O)C(F)(F)F)CC2. Reaction SMILES: [CH2:26]1[O:27][CH2:28][CH2:29][CH2:30]1.[F:19][C:20]([CH:21]1[O:22][CH2:23]1)([F:24])[F:25].[N+:1]([O-:2])([OH:3])=[O:4].[N+:5](=[O:6])([O-:7])[c:8]1[cH:9][c:10]2[c:11]([cH:17][cH:18]1)[CH2:12][CH2:13][NH:14][CH2:15][CH2:16]2>>[N+:5](=[O:6])([O-:7])[c:8]1[cH:9][c:10]2[c:11]([cH:17][cH:18]1)[CH2:12][CH2:13][N:14]([CH2:23][CH:21]([C:20]([F:19])([F:24])[F:25])[OH:22])[CH2:15][CH2:16]2. Starting materials: CC=1C=C2C=3CCCC(C3NC2=CC1)=O (6-methyl-1,2,3,4-tetrahydrocarbazol-1-one), C1(C=CC=C2C3=CC=CC=C3N=C12)=O (carbazolone), BrCCBr (1,2-dibromoethane), [OH-].[Na+] (sodium hydroxide). The reagents and catalysts are S(=O)(=O)(O)[O-].C(CCC)[N+](CCCC)(CCCC)CCCC (tetrabutylammoniumhydrogensulfate). Solvent: O (water). Conditions: time 7 hour. Product: CC=1C=C2C=3CCCC(C3N(C2=CC1)CCBr)=O (6-methyl-9-(2-bromoethyl)-1,2,3,4-tetrahydrocarbazol-1-one). As a reaction SMILES: [CH3:1][C:2]1[CH:3]=[C:4]2[C:12](=[CH:13][CH:14]=1)[NH:11][C:10]1[C:9](=[O:15])[CH2:8][CH2:7][CH2:6][C:5]2=1.[Br:16][CH2:17][CH2:18]Br.[OH-].[Na+].C1(=O)C2C(C3C(N=2)=CC=CC=3)=CC=C1>S([O-])(O)(=O)=O.C([N+](CCCC)(CCCC)CCCC)CCC.O>[CH3:1][C:2]1[CH:3]=[C:4]2[C:12](=[CH:13][CH:14]=1)[N:11]([CH2:18][CH2:17][Br:16])[C:10]1[C:9](=[O:15])[CH2:8][CH2:7][CH2:6][C:5]2=1 |f:2.3,5.6|. Procedure details: 199 g. (1 mole) of 6-methyl-1,2,3,4-tetrahydrocarbazol-1-one (m.p.: 199° C., as given in literature: 194°-195° C., 195°-196° C., 195° C., cf. Bloink and Pausacker loc. cit. page 1330), 1520 g. (8.1 moles), 1,2-dibromoethane and 1000 ml. (7.5 moles) of aqueous sodium hydroxide solution (30% strength) are taken initially and admixed, while stirring at room temperature, with 4.25 g. (12.5 m mole) of tetrabutylammoniumhydrogensulfate dissolved in 25 ml of water. With a slight temperature rise, the r... Reactants: C[C@@H]1C(NN=C2COC3=CC=C(C=C3N12)[N+](=O)[O-])=O ((R)-4-methyl-6-nitro-2,10-dihydro-9-oxa-1,2,4a-triaza-phenanthren-3-one), [Cl-].[NH4+] (ammonium chloride). The reagents and catalysts are [Zn] (zinc). Run in CO (MeOH), C1CCOC1 (THF). Reaction conditions: temperature 50 celsius, time 16 hour. Yields the product NC=1C=C2N3[C@@H](C(NN=C3COC2=CC1)=O)C ((R)-6-amino-4-methyl-2,10-dihydro-9-oxa-1,2,4a-triaza-phenanthren-3-one). Isolated yield 112.6%. As a reaction SMILES: [CH3:1][C@H:2]1[N:15]2[C:6]([CH2:7][O:8][C:9]3[C:14]2=[CH:13][C:12]([N+:16]([O-])=O)=[CH:11][CH:10]=3)=[N:5][NH:4][C:3]1=[O:19].[Cl-].[NH4+]>CO.C1COCC1.[Zn]>[NH2:16][C:12]1[CH:13]=[C:14]2[C:9](=[CH:10][CH:11]=1)[O:8][CH2:7][C:6]1[N:15]2[C@H:2]([CH3:1])[C:3](=[O:19])[NH:4][N:5]=1 |f:1.2|. Procedure: To a solution of (R)-4-methyl-6-nitro-2,10-dihydro-9-oxa-1,2,4a-triaza-phenanthren-3-one (50 g, 191 mmol) and ammonium chloride (102 g, 1907 mmol) in MeOH (700 mL) and THF (700 mL) was added zinc powder (125 g, 1907 mmol) in portions. After addition, the reaction mixture was stirred at 50° C. for 16 h. The reaction mixture was cooled to ambient temperature and filtered. The filter cake was washed with hot MeOH (3×1 L) and the combined organic phase was concentrated in vacuo. The residue was wash...